This data is from the Open Reaction Database (ORD), a public repository of structured organic reaction records. The task is: describe an organic reaction: reactants, conditions, products, and yield The reactants are BrB(Br)Br, CCOC(C)=O, COc1cccc(CSc2ccc(Cl)cc2NS(=O)(=O)c2cc3ccccc3o2)c1, ClCCl. The product is O=S(=O)(Nc1cc(Cl)ccc1SCc1cccc(O)c1)c1cc2ccccc2o1. Reaction SMILES: [B:31]([Br:32])([Br:33])[Br:34].[CH3:38][CH2:39][O:40][C:41]([CH3:42])=[O:43].[Cl:1][c:2]1[cH:3][cH:4][c:5]([S:21][CH2:22][c:23]2[cH:24][c:25]([O:29][CH3:30])[cH:26][cH:27][cH:28]2)[c:6]([NH:8][S:9](=[O:10])(=[O:11])[c:12]2[o:13][c:14]3[c:15]([cH:16]2)[cH:17][cH:18][cH:19][cH:20]3)[cH:7]1.[Cl:35][CH2:36][Cl:37]>>[Cl:1][c:2]1[cH:3][cH:4][c:5]([S:21][CH2:22][c:23]2[cH:24][c:25]([OH:29])[cH:26][cH:27][cH:28]2)[c:6]([NH:8][S:9](=[O:10])(=[O:11])[c:12]2[o:13][c:14]3[c:15]([cH:16]2)[cH:17][cH:18][cH:19][cH:20]3)[cH:7]1. Reactants: Cl (hydrochloric acid), C(C1=CC=CC=C1)O[C@@H](C(=O)N1C(CC2=CC=CC=C12)C(C)C)C ((R)-2-benzyloxy-1-(2-isopropyl-2,3-dihydroindol-1-yl)propan-1-one). The solvent is C(C)O (ethanol). Run at temperature 120 celsius. Product: C(C)(C)C1NC2=CC=CC=C2C1 ((−)-2-isopropylindoline). Yield: 66.9%. RXN SMILES: Cl.C(O[C@H](C)C([N:13]1[C:21]2[C:16](=[CH:17][CH:18]=[CH:19][CH:20]=2)[CH2:15][CH:14]1[CH:22]([CH3:24])[CH3:23])=O)C1C=CC=CC=1>C(O)C>[CH:22]([CH:14]1[CH2:15][C:16]2[C:21](=[CH:20][CH:19]=[CH:18][CH:17]=2)[NH:13]1)([CH3:24])[CH3:23]. Procedure details: 5.6 ml of concentrated hydrochloric acid are added to a solution of 1.2 g of (R)-2-benzyloxy-1-(2-isopropyl-2,3-dihydroindol-1-yl)propan-1-one in 34 ml of absolute ethanol. The reaction mixture is microwave-heated at 120° C. for 1 hour, and is then cooled to ambient temperature and concentrated to dryness under reduced pressure. The residue is cooled in an ice bath and taken up in 200 ml of water, and then alkalinized with concentrated sodium hydroxide. The mixture is extracted with 2×150 ml of ... The reactants are FC1=C(C(=O)O)C=C(C=C1)[N+](=O)[O-] (2-fluoro-5-nitrobenzoic acid), O1C(=CC=C1)CN (2-furylmethylamine). Solvent: C(C)O (ethanol). The product is O1C(=CC=C1)CNC1=C(C(=O)O)C=C(C=C1)[N+](=O)[O-] (2-(2-Furylmethylamino)-5-nitrobenzoic acid). As a reaction SMILES: F[C:2]1[CH:10]=[CH:9][C:8]([N+:11]([O-:13])=[O:12])=[CH:7][C:3]=1[C:4]([OH:6])=[O:5].[O:14]1[CH:18]=[CH:17][CH:16]=[C:15]1[CH2:19][NH2:20]>C(O)C>[O:14]1[CH:18]=[CH:17][CH:16]=[C:15]1[CH2:19][NH:20][C:2]1[CH:10]=[CH:9][C:8]([N+:11]([O-:13])=[O:12])=[CH:7][C:3]=1[C:4]([OH:6])=[O:5]. Procedure: A solution of 14.7 g of 2-fluoro-5-nitrobenzoic acid and 23.1 g of 2-furylmethylamine in 250 ml of ethanol is boiled under a reflux condenser for 6 hours. After the solvent has been removed by distillation under reduced pressure, the residue is dissolved in 150 ml of water, the pH is adjusted to approximately 2 with 2 N HCl, and the precipitate is filtered off. After the precipitate has been washed several times with water, it is dried in a stream of air. Pale yellow crystals, melting point 190°... Starting materials: O=C(C(=O)O)CCC(=O)O (2-Oxoglutaric acid), N[C@@H](C)C(=O)N1[C@H](C(=O)O)CCC1 (L-alanyl-L-proline), C(#N)[BH3-].[Na+] (sodium cyanoborohydride). Product: C(=O)(O)C(CCC(=O)O)N[C@@H](C)C(=O)N1[C@H](C(=O)O)CCC1 (N-(1,3-dicarboxypropyl)-L-alanyl-L-proline). Isolated yield 74.8%. Reaction SMILES: O=[C:2]([CH2:6][CH2:7][C:8]([OH:10])=[O:9])[C:3]([OH:5])=[O:4].[NH2:11][C@H:12]([C:14]([N:16]1[CH2:23][CH2:22][CH2:21][C@H:17]1[C:18]([OH:20])=[O:19])=[O:15])[CH3:13].C([BH3-])#N.[Na+]>>[C:3]([CH:2]([NH:11][C@H:12]([C:14]([N:16]1[CH2:23][CH2:22][CH2:21][C@H:17]1[C:18]([OH:20])=[O:19])=[O:15])[CH3:13])[CH2:6][CH2:7][C:8]([OH:10])=[O:9])([OH:5])=[O:4] |f:2.3|. Reported procedure: 2-Oxoglutaric acid (1.46 g) and L-alanyl-L-proline (0.37 g) were treated with sodium cyanoborohydride (0.38 g) as described above. Crude N-(1,3-dicarboxypropyl)-L-alanyl-L-proline (0.47 g) was obtained, m.p. 140°-160°. The mass spectrum of silylated material showed an ion at 517 m/e equivalent to the molecular ion for the trisilylated derivative minus methyl (532-15). The nmr spectrum was consistent with structure. Methyl resonances were centered at 1.4 ppm.